Task: describe an organic reaction: reactants, conditions, products, and yield. Dataset: the Open Reaction Database (ORD), a public repository of structured organic reaction records Reactants: COC1=NC=NC(=C1C=O)OC (4,6-dimethoxypyrimidine-5-aldehyde), C(C)OC(CC(N)=N)=O (amidinoacetic acid ethyl ester). Solvent: C(C)O (ethanol), C(C)O (ethanol). The product is C(C)OC(=O)C1=C(NC(=C(C1C=1C(=NC=NC1OC)OC)C(=O)OCC)N)N (2,6-diamino-4-(4,6-dimethoxypyrimid-5-yl)-1,4-dihydropyridine-3,5-dicarboxylic acid diethyl ester). Isolated yield 56.0%. Reaction SMILES: [CH3:1][O:2][C:3]1[C:8]([CH:9]=O)=[C:7]([O:11][CH3:12])[N:6]=[CH:5][N:4]=1.[CH2:13]([O:15][C:16](=[O:21])[CH2:17][C:18](=[NH:20])[NH2:19])[CH3:14]>C(O)C>[CH2:13]([O:15][C:16]([C:17]1[CH:9]([C:8]2[C:7]([O:11][CH3:12])=[N:6][CH:5]=[N:4][C:3]=2[O:2][CH3:1])[C:17]([C:16]([O:15][CH2:13][CH3:14])=[O:21])=[C:18]([NH2:19])[NH:20][C:18]=1[NH2:19])=[O:21])[CH3:14]. Procedure: Upon heating a solution of 8.4 g 4,6-dimethoxypyrimidine-5-aldehyde and 13.0 g amidinoacetic acid ethyl ester in 150 ml ethanol for two hours, 2,6-diamino-4-(4,6-dimethoxypyrimid-5-yl)-1,4-dihydropyridine-3,5-dicarboxylic acid diethyl ester of m.p. 219° C (ethanol) is obtained. Reactants: CCO, CCOC(C)=O, CS(=O)(=O)c1cnc2c(c1)cc(-c1ncnc(Cl)c1F)n2Cc1ccc(F)cc1. Yields the product CS(=O)(=O)c1cnc2c(c1)cc(-c1ncncc1F)n2Cc1ccc(F)cc1. As a reaction SMILES: [CH3:30][CH2:31][OH:32].[CH3:33][CH2:34][O:35][C:36](=[O:37])[CH3:38].[F:1][c:2]1[cH:3][cH:4][c:5]([CH2:6][n:7]2[c:8](-[c:20]3[n:21][cH:22][n:23][c:24]([Cl:27])[c:25]3[F:26])[cH:9][c:10]3[c:11]2[n:12][cH:13][c:14]([S:16](=[O:17])(=[O:18])[CH3:19])[cH:15]3)[cH:28][cH:29]1>>[F:1][c:2]1[cH:3][cH:4][c:5]([CH2:6][n:7]2[c:8](-[c:20]3[n:21][cH:22][n:23][cH:24][c:25]3[F:26])[cH:9][c:10]3[c:11]2[n:12][cH:13][c:14]([S:16](=[O:17])(=[O:18])[CH3:19])[cH:15]3)[cH:28][cH:29]1.